The task is: describe an organic reaction: reactants, conditions, products, and yield. This data is from the Open Reaction Database (ORD), a public repository of structured organic reaction records. The reactants are CCO, CNN, N#Cc1ccccn1, NN, c1ccccc1. Product: CNN=C(N)c1ccccn1. RXN SMILES: [CH3:12][CH2:13][OH:14].[CH3:9][NH:10][NH2:11].[N:1]#[C:2][c:3]1[cH:4][cH:5][cH:6][cH:7][n:8]1.[NH2:15][NH2:16].[cH:17]1[cH:18][cH:19][cH:20][cH:21][cH:22]1>>[NH2:1][C:2]([c:3]1[cH:4][cH:5][cH:6][cH:7][n:8]1)=[N:11][NH:10][CH3:9].